Task: describe an organic reaction: reactants, conditions, products, and yield. Dataset: the Open Reaction Database (ORD), a public repository of structured organic reaction records The reactants are C1(O)=CC=C(O)C=C1 (hydroquinone), C(C)#N (acetonitrile), BrC[C@H](CC)C ((S)-(+)-1-bromo-2-methylbutane), C([O-])([O-])=O.[K+].[K+] (potassium carbonate). Run in ClCCl (dichloromethane). The product is C[C@H](COC1=CC=C(C=C1)O)CC (4-[(S)-2-methyl-1-butoxy]phenol). The yield is 47.9%. As a reaction SMILES: [C:1]1([CH:8]=[CH:7][C:5]([OH:6])=[CH:4][CH:3]=1)[OH:2].Br[CH2:10][C@@H:11]([CH3:14])[CH2:12][CH3:13].C(=O)([O-])[O-].[K+].[K+].C(#N)C>ClCCl>[CH3:10][C@@H:11]([CH2:12][CH3:13])[CH2:14][O:2][C:1]1[CH:8]=[CH:7][C:5]([OH:6])=[CH:4][CH:3]=1 |f:2.3.4|. Procedure details: A reaction mixture of hydroquinone (18.2 grams); (S)-(+)-1-bromo-2-methylbutane (4.55 grams); anhydrous potassium carbonate (23 grams); and acetonitrile (250 mls.) was allowed to reflux for 40 hours. Flash chromatography using dichloromethane eluant yielded 2.6 grams (48%) of white crystals exhibiting a Fisher-Johns melting point of 44°-45° C. and having the structure ##STR24## confirmed by TLC, NMR, IR and mass spectral analyses. Starting materials: Cc1ccc2c3c(ccc2n1)OCC(COS(=O)(=O)c1ccc(Br)cc1)O3, O=C([O-])O, CS(C)=O, [Na+], c1ccc2cc(N3CCNCC3)ccc2c1. The product is Cc1ccc2c3c(ccc2n1)OCC(CN1CCN(c2ccc4ccccc4c2)CC1)O3. As a reaction SMILES: [Br:1][c:2]1[cH:3][cH:4][c:5]([S:6]([O:7][CH2:12][CH:13]2[CH2:14][O:15][c:16]3[c:17]([c:18]4[cH:19][cH:20][c:21]([CH3:26])[n:22][c:23]4[cH:24][cH:25]3)[O:27]2)(=[O:8])=[O:9])[cH:10][cH:11]1.[C:48](=[O:49])([OH:50])[O-:51].[CH3:44][S:45]([CH3:46])=[O:47].[Na+:52].[cH:28]1[c:29]([N:38]2[CH2:39][CH2:40][NH:41][CH2:42][CH2:43]2)[cH:30][cH:31][c:32]2[cH:33][cH:34][cH:35][cH:36][c:37]12>>[CH2:12]([CH:13]1[CH2:14][O:15][c:16]2[c:17]([c:18]3[cH:19][cH:20][c:21]([CH3:26])[n:22][c:23]3[cH:24][cH:25]2)[O:27]1)[N:41]1[CH2:40][CH2:39][N:38]([c:29]2[cH:28][c:37]3[c:32]([cH:31][cH:30]2)[cH:33][cH:34][cH:35][cH:36]3)[CH2:43][CH2:42]1. The reactants are CCc1cccc(OC)c1C=NC(C(C)C)C(C)C, C1CCOC1, CCCCC, [Li]C(C)C. The product is CCc1cccc(C(C)C)c1C=NC(C(C)C)C(C)C. RXN SMILES: [CH2:1]([CH3:2])[c:3]1[c:4]([CH:11]=[N:12][CH:13]([CH:14]([CH3:15])[CH3:16])[CH:17]([CH3:18])[CH3:19])[c:5]([O:9][CH3:10])[cH:6][cH:7][cH:8]1.[CH2:24]1[O:25][CH2:26][CH2:27][CH2:28]1.[CH3:29][CH2:30][CH2:31][CH2:32][CH3:33].[CH:20]([CH3:21])([CH3:22])[Li:23]>>[CH2:1]([CH3:2])[c:3]1[c:4]([CH:11]=[N:12][CH:13]([CH:14]([CH3:15])[CH3:16])[CH:17]([CH3:18])[CH3:19])[c:5]([CH:20]([CH3:21])[CH3:22])[cH:6][cH:7][cH:8]1. Reactants: C1CCOC1, [Li]CCCC, CN(C)C=O, CC(C)(C)C(C)(C)[SiH2]Oc1cccc(-c2nc(N3CCOCC3)c3sccc3n2)c1. Yields the product CC(C)(C)C(C)(C)[SiH2]Oc1cccc(-c2nc(N3CCOCC3)c3sc(C=O)cc3n2)c1. RXN SMILES: [CH2:41]1[O:42][CH2:43][CH2:44][CH2:45]1.[CH3:31][CH2:32][CH2:33][CH2:34][Li:35].[CH3:36][N:37]([CH:38]=[O:39])[CH3:40].[O:1]1[CH2:2][CH2:3][N:4]([c:7]2[c:8]3[c:9]([n:10][c:11](-[c:13]4[cH:14][c:15]([O:19][SiH2:20][C:21]([C:22]([CH3:23])([CH3:24])[CH3:25])([CH3:26])[CH3:27])[cH:16][cH:17][cH:18]4)[n:12]2)[cH:28][cH:29][s:30]3)[CH2:5][CH2:6]1>>[O:1]1[CH2:2][CH2:3][N:4]([c:7]2[c:8]3[c:9]([n:10][c:11](-[c:13]4[cH:14][c:15]([O:19][SiH2:20][C:21]([C:22]([CH3:23])([CH3:24])[CH3:25])([CH3:26])[CH3:27])[cH:16][cH:17][cH:18]4)[n:12]2)[cH:28][c:29]([CH:38]=[O:39])[s:30]3)[CH2:5][CH2:6]1. Starting materials: resultant mixture, ClCC(=O)N1CCN(CC1)C1=CC(=C(C=C1)Cl)OC (2-chloro-1-[4-(4-chloro-3-methoxy-phenyl)-piperazin-1-yl]-ethanone), O1C(NC2=C1C=CC=C2)=O (3H-benzooxazol-2-one), C(=O)([O-])[O-].[K+].[K+] (K2CO3). Run in CN1CCCC1=O (NMP). Product: ClC1=C(C=C(C=C1)N1CCN(CC1)C(CN1C(OC2=C1C=CC=C2)=O)=O)OC (3-{2-[4-(4-chloro-3-methoxy-phenyl)-piperazin-1-yl]-2-oxo-ethyl}-3H-benzooxazol-2-one). As a reaction SMILES: Cl[CH2:2][C:3]([N:5]1[CH2:10][CH2:9][N:8]([C:11]2[CH:16]=[CH:15][C:14]([Cl:17])=[C:13]([O:18][CH3:19])[CH:12]=2)[CH2:7][CH2:6]1)=[O:4].[O:20]1[C:24]2[CH:25]=[CH:26][CH:27]=[CH:28][C:23]=2[NH:22][C:21]1=[O:29].C([O-])([O-])=O.[K+].[K+]>CN1C(=O)CCC1>[Cl:17][C:14]1[CH:15]=[CH:16][C:11]([N:8]2[CH2:9][CH2:10][N:5]([C:3](=[O:4])[CH2:2][N:22]3[C:23]4[CH:28]=[CH:27][CH:26]=[CH:25][C:24]=4[O:20][C:21]3=[O:29])[CH2:6][CH2:7]2)=[CH:12][C:13]=1[O:18][CH3:19] |f:2.3.4|. Reported procedure: In a 4 mL vial was added 2-chloro-1-[4-(4-chloro-3-methoxy-phenyl)-piperazin-1-yl]-ethanone (1) (200 mg, 0.66 mmol, 1.0 equiv), 3H-benzooxazol-2-one (94 mg, 0.69 mmol, 1.05 equiv), K2CO3 (365 mg, 2.64 mmol, 4.0 equiv) and 2.5 mL of NMP. A stir bar was placed in the vial and the vial was then capped. The resultant mixture stirred at 60° C. overnight. The crude product was purified by reversed phase HPLC (acetonitrile —H2O with 0.1% TFA as the eluent) to yield 3-{2-[4-(4-chloro-3-methoxy-phenyl)-p... Starting materials: COC1=C(C=C2CCC(C2=C1)C#N)C (6-methoxy-5-methylindanecarbonitrile), C(CN)N (ethylenediamine), C1(=CC=C(C=C1)S(=O)(=O)O)C (p-toluenesulfonic acid). Run in C([O-])([O-])=O.[K+].[K+] (potassium carbonate), C(Cl)Cl (methylene chloride). Product: N1C(=NCC1)C1CCC2=CC(=C(C=C12)OC)C (1-(2-IMIDAZOLIN-2-YL)-6-METHOXY-5-METHYLINDANE). The yield is 70.1%. As a reaction SMILES: [CH3:1][O:2][C:3]1[CH:11]=[C:10]2[C:6]([CH2:7][CH2:8][CH:9]2[C:12]#[N:13])=[CH:5][C:4]=1[CH3:14].[CH2:15](N)[CH2:16][NH2:17].C1(C)C=CC(S(O)(=O)=O)=CC=1>C(=O)([O-])[O-].[K+].[K+].C(Cl)Cl>[NH:13]1[CH2:15][CH2:16][N:17]=[C:12]1[CH:9]1[C:10]2[C:6](=[CH:5][C:4]([CH3:14])=[C:3]([O:2][CH3:1])[CH:11]=2)[CH2:7][CH2:8]1 |f:3.4.5|. Procedure: A mixture of 2.4 grams (0.013 mole) of 6-methoxy-5-methylindanecarbonitrile (iv) and 11.2 grams (0.045 mole) of the ethylenediamine salt of p-toluenesulfonic acid was stirred and heated to about 140° C.-160° C. where it was maintained for about 4.5 hours. The reaction mixture was then cooled to ambient temperature and dissolved in a mixture of aqueous 5% potassium carbonate and methylene chloride. The organic layer was removed, and the aqueous layer was extracted with two portions of methylene c... Starting materials: C(C)C(C=O)=CCC1C(C(=CC1)C)(C)C (2-ethyl-4-(2,2,3-trimethyl-3-cyclopenten-1-yl)-2-buten-1-al), C(C)(CC)O[Al] (sec-butoxyaluminum), CC(C)[O-].CC(C)[O-].CC(C)[O-].[Al+3] (aluminum isopropylate). Reaction conditions: time 5 hour. Yields the product C(C)C(CO)=CCC1C(C(=CC1)C)(C)C (2-ethyl-4-(2,2,3-trimethyl-3-cyclopenten-1-yl)-2-buten-1-ol), aldehyde. Yield: 60.0%. RXN SMILES: C(O[Al])(CC)C.CC([O-])C.CC([O-])C.CC([O-])C.[Al+3].[CH2:20]([C:22](=[CH:25][CH2:26][CH:27]1[CH2:31][CH:30]=[C:29]([CH3:32])[C:28]1([CH3:34])[CH3:33])[CH:23]=[O:24])[CH3:21]>>[CH2:20]([C:22](=[CH:25][CH2:26][CH:27]1[CH2:31][CH:30]=[C:29]([CH3:32])[C:28]1([CH3:33])[CH3:34])[CH2:23][OH:24])[CH3:21] |f:1.2.3.4,^3:2|. Reported procedure: The reaction was carried out in the same manner as in Example 1, except that 2.18 g (10 mmol) of sec-butoxyaluminum diisopropylate was used instead of aluminum isopropylate, and 10.3 g (50 mmol) of 2-ethyl-4-(2,2,3-trimethyl-3-cyclopenten-1-yl)-2-buten-1-al was used instead of 2-methyl-4-(2,2,3-trimethyl-3-cyclopenten-1-yl)-2-buten-1-al. After 5 hours, according to GLC analysis, 60% of 2-ethyl-4-(2,2,3-trimethyl-3-cyclopenten-1-yl)-2-buten-1-ol was obtained (corresponding to 87% selectivity for ...